This data is from the Open Reaction Database (ORD), a public repository of structured organic reaction records. The task is: describe an organic reaction: reactants, conditions, products, and yield The reactants are Cc1ccccc1, NCCN, CCOC(=O)c1cccs1. Yields the product NCCNC(=O)c1cccs1. As a reaction SMILES: [CH3:15][c:16]1[cH:17][cH:18][cH:19][cH:20][cH:21]1.[NH2:11][CH2:12][CH2:13][NH2:14].[s:1]1[c:2]([C:6]([O:8][CH2:7][CH3:9])=[O:10])[cH:3][cH:4][cH:5]1>>[s:1]1[c:2]([C:6](=[O:8])[NH:14][CH2:13][CH2:12][NH2:11])[cH:3][cH:4][cH:5]1.